Dataset: the Open Reaction Database (ORD), a public repository of structured organic reaction records. Task: describe an organic reaction: reactants, conditions, products, and yield Reactants: CCO, COc1cccc2ccc(C#N)cc12, CCO, Cl, [K+], [OH-], O. The product is COc1cccc2ccc(C(=O)O)cc12. As a reaction SMILES: [CH2:19]([OH:20])[CH3:21].[CH3:1][O:2][c:3]1[cH:4][cH:5][cH:6][c:7]2[cH:8][cH:9][c:10]([C:13]#[N:14])[cH:11][c:12]12.[CH3:22][CH2:23][OH:24].[ClH:17].[K+:16].[OH-:15].[OH2:18]>>[CH3:1][O:2][c:3]1[cH:4][cH:5][cH:6][c:7]2[cH:8][cH:9][c:10]([C:13](=[O:15])[OH:18])[cH:11][c:12]12. Reactants: COC1=CC=C(C=C1)B(O)O (4-methoxy-benzeneboronic acid), CC1(C=C(CC(C1)(C)C)OS(=O)(=O)C(F)(F)F)C (trifluoro-methanesulfonic acid 3,3,5,5-tetramethyl-cyclohex-1-enyl ester). The product is CC1(CC(CC(C1)(C)C)C1=CC=C(C=C1)O)C (4-(3,3,5,5-Tetramethyl-cyclohexyl)-phenol). As a reaction SMILES: C[O:2][C:3]1[CH:8]=[CH:7][C:6](B(O)O)=[CH:5][CH:4]=1.[CH3:12][C:13]1([CH3:29])[CH2:18][C:17]([CH3:20])([CH3:19])[CH2:16][C:15](OS(C(F)(F)F)(=O)=O)=[CH:14]1>>[CH3:12][C:13]1([CH3:29])[CH2:18][C:17]([CH3:20])([CH3:19])[CH2:16][CH:15]([C:6]2[CH:7]=[CH:8][C:3]([OH:2])=[CH:4][CH:5]=2)[CH2:14]1. Reported procedure: The title compound was prepared from 4-methoxy-benzeneboronic acid and trifluoro-methanesulfonic acid 3,3,5,5-tetramethyl-cyclohex-1-enyl ester in accordance with the procedure described in Step 1, Example 86. The reactants are CCOC(=O)C1(C(=O)OCC)CCCC1, CCO, [K+], [OH-]. Yields the product CCOC(=O)C1(C(=O)O)CCCC1. RXN SMILES: [C:1]1([C:6](=[O:7])[O:8][CH2:9][CH3:10])([C:11](=[O:12])[O:13][CH2:14][CH3:15])[CH2:2][CH2:3][CH2:4][CH2:5]1.[CH3:18][CH2:19][OH:20].[K+:17].[OH-:16]>>[C:1]1([C:6](=[O:7])[O:8][CH2:9][CH3:10])([C:11](=[O:12])[OH:13])[CH2:2][CH2:3][CH2:4][CH2:5]1. Starting materials: C1CCOC1, COC(=O)Cc1ccc(-n2cnc3ccccc32)cc1, Cl, [Li+], [OH-]. Yields the product O=C(O)Cc1ccc(-n2cnc3ccccc32)cc1. RXN SMILES: [CH2:24]1[O:25][CH2:26][CH2:27][CH2:28]1.[CH3:1][O:2][C:3]([CH2:4][c:5]1[cH:6][cH:7][c:8](-[n:11]2[cH:12][n:13][c:14]3[c:15]2[cH:16][cH:17][cH:18][cH:19]3)[cH:9][cH:10]1)=[O:20].[ClH:23].[Li+:22].[OH-:21]>>[O:2]=[C:3]([CH2:4][c:5]1[cH:6][cH:7][c:8](-[n:11]2[cH:12][n:13][c:14]3[c:15]2[cH:16][cH:17][cH:18][cH:19]3)[cH:9][cH:10]1)[OH:20]. Starting materials: CC12OCCC1C1(CCCC(C1CC2)(C)C)C (Dodecahydro-3a,6,6,9a-tetramethylnaphtho[2,1-b]furan), C[C@]12CCCC([C@@H]1CC[C@@]3([C@@H]2CCO3)C)(C)C (Ambroxan). The product is C[C@]12CCCC([C@@H]1CC[C@@]([C@@H]2CC[C@](C)(C=C)O)(C)O)(C)C (sclareol). RXN SMILES: [CH3:1][C:2]12[CH2:14][CH2:13][CH:12]3[C:7]([CH3:17])([CH2:8][CH2:9][CH2:10][C:11]3([CH3:16])[CH3:15])[CH:6]1[CH2:5][CH2:4][O:3]2.C[C@@]12[C@H:28]3CC[O:31][C@:27]3(C)[CH2:26][CH2:25][C@H]1C(C)(C)CCC2>>[CH3:17][C@@:7]12[C@@H:6]([CH2:5][CH2:4][C@@:27]([OH:31])([CH:26]=[CH2:25])[CH3:28])[C@@:2]([OH:3])([CH3:1])[CH2:14][CH2:13][C@H:12]1[C:11]([CH3:15])([CH3:16])[CH2:10][CH2:9][CH2:8]2. Reported procedure: Dodecahydro-3a,6,6,9a-tetramethylnaphtho[2,1-b]furan (occasionally referred to as “Ambroxan (trademark)”) is an aroma chemical with satisfactorily long-lasting properties that is produced via chemical conversion mainly from sclareol extracted from Salvia sclarea. FIG. 1 shows a process for producing dodecahydro-3a,6,6,9a-tetramethylnaphtho[2,1-b]furan from sclareol. As shown in FIG. 1, decahydro-2-hydroxy-2,5,5,8a-tetramethylnaphthaleneethanol and sclareolide (decahydro-3a,6,6,9a-tetramethylnaph... Starting materials: ClC=1C=C(C=CC1Cl)N1C(OC(C1=O)(C(F)(F)F)C)=O (3-(3,4-dichlorophenyl)-5-methyl-5-(trifluoromethyl)oxazolidine-2,4-dione), C(CC)N (propylamine). Run in ClCCl (dichloromethane). Reaction conditions: time 24 hour. Product: ClC=1C=C(C=CC1Cl)N(C(=O)NCCC)C(C(C(F)(F)F)(C)O)=O (1-(3,4-dichlorophenyl)-3-propyl-1-(3,3,3-trifluoro-2-hydroxy-2-methylpropionyl)urea). The yield is 63.0%. RXN SMILES: [Cl:1][C:2]1[CH:3]=[C:4]([N:9]2[C:13](=[O:14])[C:12]([CH3:19])([C:15]([F:18])([F:17])[F:16])[O:11][C:10]2=[O:20])[CH:5]=[CH:6][C:7]=1[Cl:8].[CH2:21]([NH2:24])[CH2:22][CH3:23]>ClCCl>[Cl:1][C:2]1[CH:3]=[C:4]([N:9]([C:13](=[O:14])[C:12]([OH:11])([CH3:19])[C:15]([F:18])([F:17])[F:16])[C:10]([NH:24][CH2:21][CH2:22][CH3:23])=[O:20])[CH:5]=[CH:6][C:7]=1[Cl:8]. Procedure: 200 mg of 3-(3,4-dichlorophenyl)-5-methyl-5-(trifluoromethyl)oxazolidine-2,4-dione were dissolved in 10 ml of dichloromethane. 55 μl of propylamine were added. The reaction mixture was stirred for 24 hours at room temperature. After evaporation, the residue was purified by chromatography on a silica column (eluent: dichloromethane). 155 mg of 1-(3,4-dichlorophenyl)-3-propyl-1-(3,3,3-trifluoro-2-hydroxy-2-methylpropionyl)urea were obtained, for a yield of 63%. Starting materials: COC(=O)C=1C2=C(C(=NC1)N(CC1=CC=CC=C1)CC1=CC=CC=C1)NC(N2CC2=CC=CC=C2)=O (1-benzyl-4-dibenzylamino-2-oxo-2,3-dihydro-1H-imidazo[4,5,c]pyridine-7-carboxylic acid methyl ester), NCC1CC1 ((aminomehtyl) cyclopropane). Conditions: temperature 120 celsius, time 8 hour. Product: C1(CC1)CNC(=O)C=1C2=C(C(=NC1)N(CC1=CC=CC=C1)CC1=CC=CC=C1)NC(N2CC2=CC=CC=C2)=O (1-benzyl-4-dibenzylamino-2-oxo-2,3-dihydro-1H-imidazo[4,5,c]pyridine-7-carboxylic acid cyclopropylmethyl-amide). Reaction SMILES: C[O:2][C:3]([C:5]1[C:6]2[N:28]([CH2:29][C:30]3[CH:35]=[CH:34][CH:33]=[CH:32][CH:31]=3)[C:27](=[O:36])[NH:26][C:7]=2[C:8]([N:11]([CH2:19][C:20]2[CH:25]=[CH:24][CH:23]=[CH:22][CH:21]=2)[CH2:12][C:13]2[CH:18]=[CH:17][CH:16]=[CH:15][CH:14]=2)=[N:9][CH:10]=1)=O.[NH2:37][CH2:38][CH:39]1[CH2:41][CH2:40]1>>[CH:39]1([CH2:38][NH:37][C:3]([C:5]2[C:6]3[N:28]([CH2:29][C:30]4[CH:35]=[CH:34][CH:33]=[CH:32][CH:31]=4)[C:27](=[O:36])[NH:26][C:7]=3[C:8]([N:11]([CH2:12][C:13]3[CH:18]=[CH:17][CH:16]=[CH:15][CH:14]=3)[CH2:19][C:20]3[CH:21]=[CH:22][CH:23]=[CH:24][CH:25]=3)=[N:9][CH:10]=2)=[O:2])[CH2:41][CH2:40]1. Procedure details: 1-benzyl-4-dibenzylamino-2-oxo-2,3-dihydro-1H-imidazo[4,5,c]pyridine-7-carboxylic acid methyl ester (50 mg, 0.1 mmol) was suspended in 2 mL of (aminomehtyl) cyclopropane and the mixture was stirred at 120° C. overnight. The excess of amine was removed in vacuo and the gum was partitioned in water (20 mL) and ethyl acetate (50 mL), the organic layer was isolated, dried over MgSO4 and the solvent was removed in vacuo. The residue was purified by column chromatography on silica gel using 5% of meth...